This data is from the Open Reaction Database (ORD), a public repository of structured organic reaction records. The task is: describe an organic reaction: reactants, conditions, products, and yield Starting materials: NC[C@@H]1[C@H]2C[C@H]2CN1C(=O)C=1N=C(SC1C=1C=C(C=CC1)C)C (((1S,2S,5R)-2-Aminomethyl-3-aza-bicyclo[3.1.0]hex-3-yl)-(2-methyl-5-m-tolyl-thiazol-4-yl)-methanone), FC=1C(=C(C(=O)O)C=CC1)C (3-Fluoro-2-methyl-benzoic acid). The product is FC=1C(=C(C(=O)NC[C@@H]2[C@H]3C[C@H]3CN2C(=O)C=2N=C(SC2C=2C=C(C=CC2)C)C)C=CC1)C (3-Fluoro-2-methyl-N-[(1S,2S,5R)-3-(2-methyl-5-m-tolyl-thiazole-4-carbonyl)-3-aza-bicyclo[3.1.0]hex-2-ylmethyl]-benzamide). RXN SMILES: [NH2:1][CH2:2][C@H:3]1[N:8]([C:9]([C:11]2[N:12]=[C:13]([CH3:23])[S:14][C:15]=2[C:16]2[CH:17]=[C:18]([CH3:22])[CH:19]=[CH:20][CH:21]=2)=[O:10])[CH2:7][C@H:6]2[C@@H:4]1[CH2:5]2.[F:24][C:25]1[C:26]([CH3:34])=[C:27]([CH:31]=[CH:32][CH:33]=1)[C:28](O)=[O:29]>>[F:24][C:25]1[C:26]([CH3:34])=[C:27]([CH:31]=[CH:32][CH:33]=1)[C:28]([NH:1][CH2:2][C@H:3]1[N:8]([C:9]([C:11]2[N:12]=[C:13]([CH3:23])[S:14][C:15]=2[C:16]2[CH:17]=[C:18]([CH3:22])[CH:19]=[CH:20][CH:21]=2)=[O:10])[CH2:7][C@H:6]2[C@@H:4]1[CH2:5]2)=[O:29]. Procedure details: prepared by reaction of ((1S,2S,5R)-2-Aminomethyl-3-aza-bicyclo[3.1.0]hex-3-yl)-(2-methyl-5-m-tolyl-thiazol-4-yl)-methanone with 3-Fluoro-2-methyl-benzoic acid. LC-MS (basic): tR=0.92 min; [M+H]+=464.1. Reaction SMILES: [CH:1]([NH:5][C:6]([CH:8]([O:18][C:19]1[CH:24]=[CH:23][C:22]([C:25]#[N:26])=[C:21]([C:27]([F:30])([F:29])[F:28])[CH:20]=1)[C:9]([CH3:17])([CH3:16])[CH2:10]OS(C)(=O)=O)=[O:7])([CH2:3][CH3:4])[CH3:2].[H-].[Na+].[Cl-].[NH4+]>O1CCCC1>[C@@H:1]([N:5]1[CH2:17][C:9]([CH3:16])([CH3:10])[C@@H:8]([O:18][C:19]2[CH:24]=[CH:23][C:22]([C:25]#[N:26])=[C:21]([C:27]([F:29])([F:30])[F:28])[CH:20]=2)[C:6]1=[O:7])([CH2:3][CH3:4])[CH3:2] |f:1.2,3.4|. Run at time 8 hour. The product is [C@H](C)(CC)N1C([C@@H](C(C1)(C)C)OC1=CC(=C(C#N)C=C1)C(F)(F)F)=O ((3R,S)-(+)-4-(1-sec-Butyl-4,4-dimethyl-2-oxo-pyrrolidin-3-yloxy)-2-trifluoromethyl-benzonitrile). Procedure details: To a stirring solution comprised of a mixture of methanesulfonic acid 3-sec-butylcarbamoyl-3-(4-cyano-3-trifluoromethyl-phenoxy)-2,2-dimethyl-propyl ester diastereomers (1.89 g; 4.2 mmol) in tetrahydrofuran (10 mL) at ambient temperature under a nitrogen atmosphere is added a 60% sodium hydride mineral oil dispersion (0.34 g; 8.4 mmol) in portions. The reaction mixture is stirred overnight. The reaction mixture is carefully neutralized with saturated aqueous ammonium chloride and is extracted wi... The solvent is O1CCCC1 (tetrahydrofuran). Reactants: [H-].[Na+] (sodium hydride), C(C)(CC)NC(=O)C(C(COS(=O)(=O)C)(C)C)OC1=CC(=C(C=C1)C#N)C(F)(F)F (methanesulfonic acid 3-sec-butylcarbamoyl-3-(4-cyano-3-trifluoromethyl-phenoxy)-2,2-dimethyl-propyl ester), [Cl-].[NH4+] (ammonium chloride). Reagents/catalysts: C(C)(=O)[O-].[Pd+2].C(C)(=O)[O-] (palladium acetate), C1(=CC=CC=C1)P([C-]1C=CC=C1)C1=CC=CC=C1.[C-]1(C=CC=C1)P(C1=CC=CC=C1)C1=CC=CC=C1.[Fe+2] (1,1′-bisdiphenylphosphinoferrocene). Procedure details: A mixture of 2.41 g of 6-chloro-N-(1-((2-(trimethylsilyl)ethoxy)methyl)-1H-pyrazol-3-yl)pyrazin-2-amine, 320 mg of palladium acetate, 790 mg of 1,1′-bisdiphenylphosphinoferrocene, 890 mg of sodium hydrogen carbonate, 10 ml of methanol and 10 ml of N,N-dimethylformamide was stirred at 100° C. for 15 hours under 3 atmospheric pressure of carbon monoxide, cooled to room temperature, and then diluted with ethyl acetate. An insoluble matter was filtered off using Celite and the resulting ethyl acetat... Reaction SMILES: Cl[C:2]1[N:7]=[C:6]([NH:8][C:9]2[CH:13]=[CH:12][N:11]([CH2:14][O:15][CH2:16][CH2:17][Si:18]([CH3:21])([CH3:20])[CH3:19])[N:10]=2)[CH:5]=[N:4][CH:3]=1.[C:22](=[O:25])([O-])[OH:23].[Na+].[CH3:27]O.[C]=O>C(OCC)(=O)C.C([O-])(=O)C.[Pd+2].C([O-])(=O)C.C1(P(C2C=CC=CC=2)[C-]2C=CC=C2)C=CC=CC=1.[C-]1(P(C2C=CC=CC=2)C2C=CC=CC=2)C=CC=C1.[Fe+2].CN(C)C=O>[CH3:19][Si:18]([CH3:21])([CH3:20])[CH2:17][CH2:16][O:15][CH2:14][N:11]1[CH:12]=[CH:13][C:9]([NH:8][C:6]2[N:7]=[C:2]([C:22]([O:23][CH3:27])=[O:25])[CH:3]=[N:4][CH:5]=2)=[N:10]1 |f:1.2,6.7.8,9.10.11,^3:28|. Starting materials: ClC1=CN=CC(=N1)NC1=NN(C=C1)COCC[Si](C)(C)C (6-chloro-N-(1-((2-(trimethylsilyl)ethoxy)methyl)-1H-pyrazol-3-yl)pyrazin-2-amine), C(O)([O-])=O.[Na+] (sodium hydrogen carbonate), CO (methanol), [C]=O (carbon monoxide). The product is C[Si](CCOCN1N=C(C=C1)NC1=CN=CC(=N1)C(=O)OC)(C)C (methyl 6-((1-((2-(trimethylsilyl)ethoxy)methyl)-1H-pyrazol-3-yl)amino)pyrazine-2-carboxylate). The solvent is CN(C=O)C (N,N-dimethylformamide), C(C)(=O)OCC (ethyl acetate). Starting materials: CC(C)(C)NS(=O)(=O)c1ccc(-c2cccc(-c3nc(-c4ccc(C(F)(F)F)nc4)cc(C(F)(F)F)n3)c2)s1, ClCCl, O=C(O)C(F)(F)F. Yields the product NS(=O)(=O)c1ccc(-c2cccc(-c3nc(-c4ccc(C(F)(F)F)nc4)cc(C(F)(F)F)n3)c2)s1. Reaction SMILES: [C:1]([CH3:2])([CH3:3])([CH3:4])[NH:5][S:6](=[O:7])(=[O:8])[c:9]1[s:10][c:11](-[c:14]2[cH:15][c:16](-[c:20]3[n:21][c:22](-[c:30]4[cH:31][n:32][c:33]([C:36]([F:37])([F:38])[F:39])[cH:34][cH:35]4)[cH:23][c:24]([C:26]([F:27])([F:28])[F:29])[n:25]3)[cH:17][cH:18][cH:19]2)[cH:12][cH:13]1.[Cl:47][CH2:48][Cl:49].[F:40][C:41]([F:42])([F:43])[C:44]([OH:45])=[O:46]>>[NH2:5][S:6](=[O:7])(=[O:8])[c:9]1[s:10][c:11](-[c:14]2[cH:15][c:16](-[c:20]3[n:21][c:22](-[c:30]4[cH:31][n:32][c:33]([C:36]([F:37])([F:38])[F:39])[cH:34][cH:35]4)[cH:23][c:24]([C:26]([F:27])([F:28])[F:29])[n:25]3)[cH:17][cH:18][cH:19]2)[cH:12][cH:13]1.